This data is from the Open Reaction Database (ORD), a public repository of structured organic reaction records. The task is: describe an organic reaction: reactants, conditions, products, and yield Starting materials: COC1=C(C(=C(C(=C1)C)OC)C)C (1,4-Dimethoxy-2,3,5-trimethylbenzene), COC (methyl ether). The reagents and catalysts are [Ti](Cl)(Cl)(Cl)Cl (titanium tetrachloride). Solvent: C(Cl)Cl (CH2Cl2), C(Cl)Cl (CH2Cl2). Product: COC1=C(C=O)C(=C(C(=C1C)C)OC)C (2,5-dimethoxy-3,4,6-trimethylbenzaldehyde). Reaction SMILES: C[O:2][C:3]1[CH:8]=[C:7]([CH3:9])[C:6]([O:10][CH3:11])=[C:5]([CH3:12])[C:4]=1[CH3:13].[CH3:14][O:15][CH3:16]>C(Cl)Cl.[Ti](Cl)(Cl)(Cl)Cl>[CH3:14][O:15][C:16]1[C:4]([CH3:13])=[C:5]([CH3:12])[C:6]([O:10][CH3:11])=[C:7]([CH3:9])[C:8]=1[CH:3]=[O:2]. Procedure: 1,4-Dimethoxy-2,3,5-trimethylbenzene, 9.00 g (50 mmole), was dissolved in CH2Cl2 (60 ml) and stirred with ice-cooling. After addition of 14.4 g (50×2.5 mmole) of dichloromethyl, methyl ether, 13.8 ml (50×2.5 mmole) of titanium tetrachloride dissolved in CH2Cl2 (30 ml) was added dropwise over 15 minutes. After stirring for further 15 minutes with ice-cooling, the ice bath was removed and the mixture was stirred at room temperature for 4 hours. The reaction mixture was poured into crashed ice (abo... Reactants: CC(=O)OC(C)=O, O, O=C1CCC(CO)(c2ccc(F)cc2)CC1, c1ccncc1. Yields the product CC(=O)OCC1(c2ccc(F)cc2)CCC(=O)CC1. Reaction SMILES: [CH3:23][C:24](=[O:25])[O:26][C:27](=[O:28])[CH3:29].[OH2:30].[OH:1][CH2:2][C:3]1([c:10]2[cH:11][cH:12][c:13]([F:16])[cH:14][cH:15]2)[CH2:4][CH2:5][C:6](=[O:9])[CH2:7][CH2:8]1.[cH:17]1[cH:18][cH:19][n:20][cH:21][cH:22]1>>[O:1]([CH2:2][C:3]1([c:10]2[cH:11][cH:12][c:13]([F:16])[cH:14][cH:15]2)[CH2:4][CH2:5][C:6](=[O:9])[CH2:7][CH2:8]1)[C:24]([CH3:23])=[O:25]. Starting materials: O (water), CN1C(C2=CC=CC=C2C(=C1C(=O)Cl)C1=CC=CC=C1)=O (2-methyl-1-oxo-4-phenyl-1,2-dihydroisoquinoline-3-carbonyl chloride), Cl (hydrochloric acid), [BH4-].[Na+] (sodium borohydride), [BH4-].[Na+] (sodium borohydride). The solvent is C(C)OCC (diethyl ether), O1CCCC1 (tetrahydrofuran). Run at time 30 minute. Yields the product OCC=1N(C(C2=CC=CC=C2C1C1=CC=CC=C1)=O)C (3-hydroxymethyl-2-methyl-1-oxo-4-phenyl-1,2-dihydroisoquinoline). Reaction SMILES: [CH3:1][N:2]1[C:11]([C:12](Cl)=[O:13])=[C:10]([C:15]2[CH:20]=[CH:19][CH:18]=[CH:17][CH:16]=2)[C:9]2[C:4](=[CH:5][CH:6]=[CH:7][CH:8]=2)[C:3]1=[O:21].[BH4-].[Na+].Cl.O>O1CCCC1.C(OCC)C>[OH:13][CH2:12][C:11]1[N:2]([CH3:1])[C:3](=[O:21])[C:4]2[C:9]([C:10]=1[C:15]1[CH:16]=[CH:17][CH:18]=[CH:19][CH:20]=1)=[CH:8][CH:7]=[CH:6][CH:5]=2 |f:1.2|. Reported procedure: A stirred suspension of 2-methyl-1-oxo-4-phenyl-1,2-dihydroisoquinoline-3-carbonyl chloride (5.96 g; prepared according to the method of F. Duro et al., Il. Farmaco Ed. Sci., 36,400) in dry tetrahydrofuran (120 ml) was treated, portionwise, with sodium borohydride (1.68 g) and the mixture was stirred at room temperature for 4 hours. A further portion of sodium borohydride (0.4 g) was then added and the mixture was stirred for a further period of 30 minutes. The reaction mixture was then treated,... Reactants: CC1=C([N+](=O)[O-])C(C)(NCc2ccccc2)CC(C)(C)C1Nc1ccccn1, CC(=O)O, CO, [Fe]. Product: CC1=C(N)C(C)(NCc2ccccc2)CC(C)(C)C1Nc1ccccn1. As a reaction SMILES: [CH3:1][C:2]1([CH3:28])[CH2:3][C:4]([CH3:19])([NH:20][CH2:21][c:22]2[cH:23][cH:24][cH:25][cH:26][cH:27]2)[C:5]([N+:16]([O-:17])=[O:18])=[C:6]([CH3:15])[CH:7]1[NH:8][c:9]1[n:10][cH:11][cH:12][cH:13][cH:14]1.[CH3:29][C:30](=[O:31])[OH:32].[CH3:33][OH:34].[Fe:35]>>[CH3:1][C:2]1([CH3:28])[CH2:3][C:4]([CH3:19])([NH:20][CH2:21][c:22]2[cH:23][cH:24][cH:25][cH:26][cH:27]2)[C:5]([NH2:16])=[C:6]([CH3:15])[CH:7]1[NH:8][c:9]1[n:10][cH:11][cH:12][cH:13][cH:14]1. The reactants are ClC1=CC(=C(C#N)C=C1)NC(=O)OCC (4-chloro-2-(ethoxycarbonylamino)benzonitrile), BrCC(=O)C1=CC(=CC=C1)Cl (2-bromo-3′-chloroacetophenone). Yields the product NC1=C(N(C2=CC(=CC=C12)Cl)C(=O)OCC)C(C1=CC(=CC=C1)Cl)=O (3-Amino-6-chloro-2-(3-chlorobenzoyl)-1-(ethoxycarbonyl)indole). As a reaction SMILES: [Cl:1][C:2]1[CH:9]=[CH:8][C:5]([C:6]#[N:7])=[C:4]([NH:10][C:11]([O:13][CH2:14][CH3:15])=[O:12])[CH:3]=1.Br[CH2:17][C:18]([C:20]1[CH:25]=[CH:24][CH:23]=[C:22]([Cl:26])[CH:21]=1)=[O:19]>>[NH2:7][C:6]1[C:5]2[C:4](=[CH:3][C:2]([Cl:1])=[CH:9][CH:8]=2)[N:10]([C:11]([O:13][CH2:14][CH3:15])=[O:12])[C:17]=1[C:18](=[O:19])[C:20]1[CH:25]=[CH:24][CH:23]=[C:22]([Cl:26])[CH:21]=1. Procedure details: The title compound was prepared according to the procedure described in step 2 of Example 1 from 4-chloro-2-(ethoxycarbonylamino)benzonitrile (Example 1, step 1) and 2-bromo-3′-chloroacetophenone (M. Kihara, M. Kashimoto, and Y. Kobayashi, Tetrahedron, 1992, 48, 67-78.).